describe an organic reaction: reactants, conditions, products, and yield From a dataset of the Open Reaction Database (ORD), a public repository of structured organic reaction records. The reactants are NCC[C@@H]1C[C@@H](OC(O1)(C)C)CC(=O)O ((4R-cis)-6-(2-aminoethyl)-2,2-dimethyl-1,3-dioxane-4-acetic acid), NCC[C@@H]1C[C@@H](OC2(O1)CCCCC2)CC(=O)O ((2R-cis)-4-(2-aminoethyl)-1,5-dioxaspiro[5.5]undecane-2-acetic acid), NCC[C@@H]1C[C@@H](OC2(CCCC2)O1)CC(=O)O ((7R-cis)-9-(2-aminoethyl)-6,10-dioxaspiro [4.5]decane-7-acetic acid), [2S-(2α,4β,6β)]-6-(2-aminoethyl)-2-methyl-1,3-dioxane-4-acetic acid, [2R-(2α,4α,6α)]-6-(2-aminoethyl)-2-methyl-1,3-dioxane-4-acetic acid, [2R-(2α,4α,6α)]-6-(2-aminoethyl)-2-phenyl-1,3-dioxane-4-acetic acid, [2S-(2α,4β,6β)]-6-(2-aminoethyl)-2-phenyl-1,3-dioxane-4-acetic acid, (4R-cis)-4-(2-aminoethyl)-1,3-dioxane-4-acetic acid. Product: CC(C(CC(=O)NC1=CC=CC=C1)=O)C (4-Methyl-3-oxo-N-phenylpentanamide). RXN SMILES: NCC[C@H:4]1OC(C)(C)[O:7][C@@H:6]([CH2:12][C:13]([OH:15])=O)[CH2:5]1.[NH2:16][CH2:17][CH2:18][C@H:19]1OC2(CCCC2)O[C@@H:21]([CH2:29]C(O)=O)[CH2:20]1.N[CH2:34]C[C@H]1OC2(CCCCC2)O[C@@H](CC(O)=O)C1>>[CH3:34][CH:5]([CH3:4])[C:6](=[O:7])[CH2:12][C:13]([NH:16][C:17]1[CH:18]=[CH:19][CH:20]=[CH:21][CH:29]=1)=[O:15]. Reported procedure: A compound according to claim 6 selected from the group consisting of (4R-cis)-6-(2-aminoethyl)-2,2-dimethyl-1,3-dioxane-4-acetic acid; [2R-(2α,4α,6α)]-6-(2-aminoethyl)-2-phenyl-1,3-dioxane-4-acetic acid; [2S-(2α,4β,6β)]-6-(2-aminoethyl)-2-phenyl-1,3-dioxane-4-acetic acid; (7R-cis)-9-(2-aminoethyl)-6,10-dioxaspiro [4.5]decane-7-acetic acid; (2R-cis)-4-(2-aminoethyl)-1,5-dioxaspiro[5.5]undecane-2-acetic acid; (4R-cis)-4-(2-aminoethyl)-1,3-dioxane-4-acetic acid; [2R-(2α,4α,6α)]-6-(2-aminoethyl)-2-... The reactants are Cl.C(C)(=O)OCC (hydrochloric acid ethyl acetate), C(C)(C)(C)OC(=O)N(C)C[C@@]1([C@H]2C=C(C[C@H]2C1)CC)CC(=O)O ([(1S,5R,6R)-6-{[(tert-butoxycarbonyl)(methyl)amino]methyl}-3-ethylbicyclo[3.2.0]hept-3-en-6-yl]acetic acid). Run at time 1 hour. Product: Cl.C(C)C=1C[C@H]2C[C@@]([C@H]2C1)(CNC)CC(=O)O ({(1S,5R,6R)-3-ethyl-6-[(methylamino)methyl]bicyclo[3.2.0]hept-3-en-6-yl}acetic acid hydrochloride). Isolated yield 47.0%. RXN SMILES: [ClH:1].C(OCC)(=O)C.C(O[C:13]([N:15]([CH2:17][C@@:18]1([CH2:27][C:28]([OH:30])=[O:29])[CH2:24][C@H:23]2[C@@H:19]1[CH:20]=[C:21]([CH2:25][CH3:26])[CH2:22]2)C)=O)(C)(C)C>>[ClH:1].[CH2:25]([C:21]1[CH2:22][C@@H:23]2[C@H:19]([CH:20]=1)[C@@:18]([CH2:27][C:28]([OH:30])=[O:29])([CH2:17][NH:15][CH3:13])[CH2:24]2)[CH3:26] |f:0.1,3.4|. Reported procedure: A 4 N hydrochloric acid-ethyl acetate (13 mL) was added to [(1S,5R,6R)-6-{[(tert-butoxycarbonyl)(methyl)amino]methyl}-3-ethylbicyclo[3.2.0]hept-3-en-6-yl]acetic acid (0.90 g, 2.78 mmol), and the mixture was stirred at room temperature for 1 hour. The mixture was concentrated under reduced pressure, and the obtained residue was recrystallized from hexane-isopropanol to obtain the compound of interest as a white solid (0.34 g, 47%). Reactants: CC(=O)Nc1cccc(C2=CCN(C(=O)OC(C)(C)C)CC2)c1, CCO. Yields the product CC(=O)Nc1cccc(C2CCN(C(=O)OC(C)(C)C)CC2)c1. As a reaction SMILES: [C:1]([CH3:2])(=[O:3])[NH:4][c:5]1[cH:6][c:7]([C:11]2=[CH:16][CH2:15][N:14]([C:17](=[O:18])[O:19][C:20]([CH3:21])([CH3:22])[CH3:23])[CH2:13][CH2:12]2)[cH:8][cH:9][cH:10]1.[CH3:24][CH2:25][OH:26]>>[C:1]([CH3:2])(=[O:3])[NH:4][c:5]1[cH:6][c:7]([CH:11]2[CH2:12][CH2:13][N:14]([C:17](=[O:18])[O:19][C:20]([CH3:21])([CH3:22])[CH3:23])[CH2:15][CH2:16]2)[cH:8][cH:9][cH:10]1. Starting materials: F[B-](F)(F)F, CCc1ccc(N)cc1, CCOC(C)=O, CN(C)C=O, O=C(O)Cc1ccc(O)cc1, CN(C)C(On1nnc2ccccc21)=[N+](C)C. Product: CCc1ccc(NC(=O)Cc2ccc(O)cc2)cc1. As a reaction SMILES: [B-:21]([F:22])([F:23])([F:24])[F:25].[CH2:12]([CH3:13])[c:14]1[cH:15][cH:16][c:17]([NH2:20])[cH:18][cH:19]1.[CH3:48][CH2:49][O:50][C:51]([CH3:52])=[O:53].[O:43]=[CH:44][N:45]([CH3:46])[CH3:47].[OH:1][c:2]1[cH:3][cH:4][c:5]([CH2:8][C:9](=[O:10])[OH:11])[cH:6][cH:7]1.[n:26]1([O:27][C:28]([N:29]([CH3:30])[CH3:31])=[N+:32]([CH3:33])[CH3:34])[c:35]2[cH:36][cH:37][cH:38][cH:39][c:40]2[n:41][n:42]1>>[OH:1][c:2]1[cH:3][cH:4][c:5]([CH2:8][C:9](=[O:11])[NH:20][c:17]2[cH:16][cH:15][c:14]([CH2:12][CH3:13])[cH:19][cH:18]2)[cH:6][cH:7]1. Starting materials: COCC1CCN(C(C)c2ccccc2)C1C(N)=O, O. The product is COCC1CCNC1C(N)=O. As a reaction SMILES: [CH3:1][O:2][CH2:3][CH:4]1[CH:5]([C:17](=[O:18])[NH2:19])[N:6]([CH:9]([c:10]2[cH:11][cH:12][cH:13][cH:14][cH:15]2)[CH3:16])[CH2:7][CH2:8]1.[OH2:20]>>[CH3:1][O:2][CH2:3][CH:4]1[CH:5]([C:17](=[O:18])[NH2:19])[NH:6][CH2:7][CH2:8]1. As a reaction SMILES: [Br:21][c:22]1[cH:23][c:24]([N:28]2[CH2:29][CH2:30][NH:31][CH2:32][CH2:33]2)[cH:25][cH:26][cH:27]1.[CH3:1][O:2][c:3]1[n:4][c:5]2[cH:6][c:7]([CH3:20])[c:8]([CH3:19])[cH:9][c:10]2[n:11][c:12]1[NH:13][C:14]([O:15][CH2:16][CH3:17])=[O:18]>>[CH3:1][O:2][c:3]1[n:4][c:5]2[cH:6][c:7]([CH3:20])[c:8]([CH3:19])[cH:9][c:10]2[n:11][c:12]1[NH:13][C:14](=[O:18])[N:31]1[CH2:30][CH2:29][N:28]([c:24]2[cH:23][c:22]([Br:21])[cH:27][cH:26][cH:25]2)[CH2:33][CH2:32]1. Yields the product COc1nc2cc(C)c(C)cc2nc1NC(=O)N1CCN(c2cccc(Br)c2)CC1. Reactants: Brc1cccc(N2CCNCC2)c1, CCOC(=O)Nc1nc2cc(C)c(C)cc2nc1OC.